describe an organic reaction: reactants, conditions, products, and yield From a dataset of the Open Reaction Database (ORD), a public repository of structured organic reaction records. The reactants are ClC1=NC=CC=C1CO ((2-chloropyridin-3-yl)methanol), N1C=NC=C1 (imidazole), [Si](C)(C)(C(C)(C)C)Cl (tert-butyldimethylsilyl chloride), NN (hydrazine). Solvent: C(C)(=O)OCC (ethyl acetate), ClCCl (dichloromethane), O1CCOCC1 (dioxane), hexanes. Run at time 60 minute. Yields the product [Si](C)(C)(C(C)(C)C)OCC=1C(=NC=CC1)NN (1-(3-((tert-Butyldimethylsilyloxy)methyl)pyridin-2-yl)hydrazine). Isolated yield 78.3%. RXN SMILES: Cl[C:2]1[C:7]([CH2:8][OH:9])=[CH:6][CH:5]=[CH:4][N:3]=1.N1C=CN=C1.[Si:15](Cl)([C:18]([CH3:21])([CH3:20])[CH3:19])([CH3:17])[CH3:16].[NH2:23][NH2:24]>ClCCl.O1CCOCC1.C(OCC)(=O)C>[Si:15]([O:9][CH2:8][C:7]1[C:2]([NH:23][NH2:24])=[N:3][CH:4]=[CH:5][CH:6]=1)([C:18]([CH3:21])([CH3:20])[CH3:19])([CH3:17])[CH3:16]. Reported procedure: To a solution of (2-chloropyridin-3-yl)methanol (3.4 g, 23.7 mmol) in 50 mL of dichloromethane was added imidazole (2.4 g, 35.3 mmol) and tert-butyldimethylsilyl chloride (4.3 g, 28.5 mmol) at RT. The mixture was stirred at RT for 60 min, and then diluted with 100 mL of hexanes. The white solid was filtered off, and the filtrate was concentrated under reduced pressure. Additional solid was removed by triturating with 5% ethyl acetate in hexanes to provide a pale yellow oil. The pale yellow oil w... The reactants are Cl.C(C)(=O)OCC (hydrochloric acid ethyl acetate), C(C)(=O)OCC (ethyl acetate), C(C)(C)(C)OC(N[C@H](COCC(C1=CC(=C(C(=C1)F)F)F)=O)COCC1=CC=CC=C1)=O ({(S)-1-benzyloxymethyl-2-[2-oxo-2-(3,4,5-trifluorophenyl)ethoxy]ethyl}carbamic acid tert-butyl ester). The solvent is [H][H] (hydrogen). Conditions: time 1 hour. The product is FC=1C=C(C=C(C1F)F)[C@@H]1COC[C@@H](N1)CO ([(3S,5R)-5-(3,4,5-trifluorophenyl)morpholin-3-yl]methanol). Isolated yield 78.5%. Reaction SMILES: Cl.C(OCC)(=O)C.C(OCC)(=O)C.C(OC(=O)[NH:20][C@@H:21]([CH2:36][O:37]CC1C=CC=CC=1)[CH2:22][O:23][CH2:24][C:25](=O)[C:26]1[CH:31]=[C:30]([F:32])[C:29]([F:33])=[C:28]([F:34])[CH:27]=1)(C)(C)C>[H][H]>[F:34][C:28]1[CH:27]=[C:26]([C@H:25]2[NH:20][C@@H:21]([CH2:36][OH:37])[CH2:22][O:23][CH2:24]2)[CH:31]=[C:30]([F:32])[C:29]=1[F:33] |f:0.1|. Reported procedure: A 4 N hydrochloric acid-ethyl acetate solution (30 mL) was added to an ethyl acetate solution (30 mL) of {(S)-1-benzyloxymethyl-2-[2-oxo-2-(3,4,5-trifluorophenyl)ethoxy]ethyl}carbamic acid tert-butyl ester (3.55 g) at room temperature. The resulting reaction solution was stirred at room temperature for 1 hr and then concentrated under reduced pressure. To a methanol solution (50 mL) of the obtained residue, 10% palladium-carbon (containing 50% water, 167 mg) was added. The resulting reaction sol... The reactants are CC1(OCC(O1)[C@@H]1C[C@@H]2[C@@H](OC(O2)(C)C)O1)C ((3aR,5S,6aR)-5-(2,2-dimethyl-1,3-dioxolan-4-yl)-2,2-dimethyl-3a,5,6,6a-tetrahydrofuro[2,3-d][1,3]dioxole), CC1(OCC(O1)[C@@H]1C[C@@H]2[C@@H](OC(O2)(C)C)O1)C ((3aR,5S,6aR)-5-(2,2-dimethyl-1,3-dioxolan-4-yl)-2,2-dimethyl-3a,5,6,6a-tetrahydrofuro[2,3-d][1,3]dioxole), C(=O)(O)[O-].[Na+] (NaHCO3). Run in CC(=O)O (HOAc), O (water). Yields the product CC1(O[C@H]2[C@@H](O1)O[C@@H](C2)[C@H](CO)O)C ((1S)-1-[(3aR,5S,6aR)-2,2-dimethyl-3a,5,6,6a-tetrahydrofuro[2,3-d][1,3]dioxol-5-yl]ethane-1,2-diol). The yield is 62.3%. RXN SMILES: CC1(C)[O:6][CH:5]([C@H:7]2[O:16][C@@H:10]3[O:11][C:12]([CH3:15])([CH3:14])[O:13][C@@H:9]3[CH2:8]2)[CH2:4][O:3]1.C([O-])(O)=O.[Na+]>CC(O)=O.O>[CH3:14][C:12]1([CH3:15])[O:11][C@H:10]2[O:16][C@H:7]([C@@H:5]([OH:6])[CH2:4][OH:3])[CH2:8][C@H:9]2[O:13]1 |f:1.2|. Reported procedure: A solution of (3aR,5S,6aR)-5-(2,2-dimethyl-1,3-dioxolan-4-yl)-2,2-dimethyl-3a,5,6,6a-tetrahydrofuro[2,3-d][1,3]dioxole (compound 1b, 10.0 g, 40.9 mmol) in 60% HOAc in water (20 mL) was stirred at 40° C. for 16 hours. The reaction mixture was adjusted to pH 8˜8.5 by saturated NaHCO3 solution and extracted with EtOAc. The organic layer was combined and concentrated, the residue was purified by column chromatography on silica gel (eluting with 1:2 EtOAc in petroleum ether) to afford 5.2 g of (1S)-1... Reactants: [H-].[Na+] (sodium hydride), ClCN1C=NC(=C1Cl)Cl (N-(1-chloromethyl)-4,5-dichloroimidazole), O(C1=CC=CC=C1)C1=CC=C(C=C1)O (4-phenoxyphenol), [H][H] (hydrogen). Run in O (water), CN(C=O)C (dimethylformamide), CN(C=O)C (dimethylformamide). Reaction conditions: time 8 hour. Yields the product O(C1=CC=CC=C1)C1=CC=C(OCN2C=NC(=C2Cl)Cl)C=C1 (N-[(p-phenoxyphenoxy)-methyl]-4,5-dichloroimidazole). RXN SMILES: [O:1]([C:8]1[CH:13]=[CH:12][C:11]([OH:14])=[CH:10][CH:9]=1)[C:2]1[CH:7]=[CH:6][CH:5]=[CH:4][CH:3]=1.[H-].[Na+].[H][H].Cl[CH2:20][N:21]1[C:25]([Cl:26])=[C:24]([Cl:27])[N:23]=[CH:22]1>CN(C)C=O.O>[O:1]([C:8]1[CH:9]=[CH:10][C:11]([O:14][CH2:20][N:21]2[C:25]([Cl:26])=[C:24]([Cl:27])[N:23]=[CH:22]2)=[CH:12][CH:13]=1)[C:2]1[CH:7]=[CH:6][CH:5]=[CH:4][CH:3]=1 |f:1.2|. Reported procedure: 9.3 g of 4-phenoxyphenol is dissolved in 60 ml of anhydrous dimethylformamide. 1.58 g of 80% strength sodium hydride is added, and the mixture is heated at 60° C. until no more hydrogen evolves (about 1 hour). A solution of 9.28 g of N-(1-chloromethyl)-4,5-dichloroimidazole in 30 ml of dimethylformamide is then dripped in. The mixture is stirred overnight at room temperature, after which it is poured into 500 ml of water, followed by extraction three times with methyl tert-butyl ether. The combi...